The task is: describe an organic reaction: reactants, conditions, products, and yield. This data is from the Open Reaction Database (ORD), a public repository of structured organic reaction records. Starting materials: C(C)OP(OCC)[O-] (diethylphosphite), C(Cl)(Cl)(Cl)Cl (carbon tetrachloride), C(C)(=O)N(N)C (1-acetyl-1-methyl hydrazine), C([O-])([O-])=O.[K+].[K+] (potassium carbonate). The reagents and catalysts are [Cl-].C(C)[N+](CC1=CC=CC=C1)(CC)CC (triethylbenzyl ammonium chloride). Run in ClCCl (dichloromethane), ClCCl (dichloromethane). RXN SMILES: [C:1]([N:4]([CH3:6])[NH2:5])(=[O:3])[CH3:2].C(=O)([O-])[O-].[K+].[K+].C(Cl)(Cl)(Cl)Cl.[CH2:18]([O:20][P:21]([O-:25])[O:22][CH2:23][CH3:24])[CH3:19]>[Cl-].C([N+](CC)(CC)CC1C=CC=CC=1)C.ClCCl>[C:1]([N:4]([CH3:6])[NH:5][P:21]([O:22][CH2:23][CH3:24])([O:20][CH2:18][CH3:19])=[O:25])(=[O:3])[CH3:2] |f:1.2.3,6.7|. Procedure details: A mixture of 1-acetyl-1-methyl hydrazine (7.84 g., 0.09 mole), potassium carbonate (18.44 g., 0.13 mole) and triethylbenzyl ammonium chloride (0.2 g,) was stirred vigorously at reflux with dichloromethane (90 ml) and carbon tetrachloride (55 ml) for 30 minutes. A solution of diethylphosphite (12.29 g, 0.09 mole) in dichloromethane (18 ml) was then added dropwise to this refluxing mixture and the mixture stirred and refluxed for an additional 20 hours. The mixture was then filtered and the filtra... The product is C(C)(=O)N(NP(=O)(OCC)OCC)C (1-Acetyl-1-Methyl-2-Diethoxyphosphoryl Hydrazine). Reactants: C1CCOC1, CC(C)[N-]C(C)C, OCCCl, O=[N+]([O-])c1ccc(F)cc1F, [Li+], O. Product: O=[N+]([O-])c1ccc(F)cc1OCCCl. Reaction SMILES: [CH2:24]1[O:25][CH2:26][CH2:27][CH2:28]1.[CH3:6][CH:7]([N-:8][CH:9]([CH3:10])[CH3:11])[CH3:12].[Cl:1][CH2:2][CH2:3][OH:4].[F:13][c:14]1[c:15]([N+:21](=[O:22])[O-:23])[cH:16][cH:17][c:18]([F:20])[cH:19]1.[Li+:5].[OH2:29]>>[Cl:1][CH2:2][CH2:3][O:4][c:14]1[c:15]([N+:21](=[O:22])[O-:23])[cH:16][cH:17][c:18]([F:20])[cH:19]1. Starting materials: C1(=CC=CC2=CC=CC=C12)CO (1-naphthylmethanol), Co(III) sulphate, Co(II) sulphate. Run in C(CCC)OP(=O)(OCCCC)OCCCC (tributylphosphate), OS(=O)(=O)O (H2SO4). Reaction conditions: time 27 hour. The product is C1(=CC=CC2=CC=CC=C12)C=O (1-naphthaldehyde). The yield is 65.3%. As a reaction SMILES: [C:1]1([CH2:11][OH:12])[C:10]2[C:5](=[CH:6][CH:7]=[CH:8][CH:9]=2)[CH:4]=[CH:3][CH:2]=1>C(OP(OCCCC)(OCCCC)=O)CCC.OS(O)(=O)=O>[C:1]1([CH:11]=[O:12])[C:10]2[C:5](=[CH:6][CH:7]=[CH:8][CH:9]=2)[CH:4]=[CH:3][CH:2]=1. Procedure: 1-naphthylmethanol (500 mg, 3.2 mmol) in 2 g tributylphosphate was allowed to react with electrochemically produced Co(III) sulphate at 24° C. in the cell of FIG. 1 but having a U-tube format, i.e. lacking the crank 23. (This cell was also used in the following reactions, unless otherwise stated.) The electrolyte solution was composed of 0.12M Co(II) sulphate in 2M H2SO4. After 27 hours at 200 mA, no starting material remained as shown by thin-layer chromatography. The organic material isolated ... Starting materials: C1(=CC=CC=C1)P(C1=CC=CC=C1)C1=CC=CC=C1 (triphenylphosphine), N(=NC(=O)OCC)C(=O)OCC (diethyl azodicarboxylate), C1(=CC=CC=C1)P(C1=CC=CC=C1)C1=CC=CC=C1 (triphenylphosphine), N(=NC(=O)OCC)C(=O)OCC (diethyl azodicarboxylate), Cl (hydrogen chloride), N(=NC(=O)OCC)C(=O)OCC (Diethyl azodicarboxylate), OC=1C=CC(=C(C1)NC(CC12CC3CC(CC(C1)C3)C2)=O)C (N-(5-Hydroxy-2-methylphenyl)-tricyclo[3.3.1.13,7]decane-1-acetamide), OCCCN(C(OC(C)(C)C)=O)C (tert-butyl N-(3-hydroxypropyl)-N-methylcarbamate), C1(=CC=CC=C1)P(C1=CC=CC=C1)C1=CC=CC=C1 (triphenylphosphine), product. Solvent: O1CCCC1 (tetrahydrofuran), CO (methanol). Reaction conditions: time 3 day. Product: Cl.CNCCCOC=1C=CC(=C(C1)NC(CC12CC3CC(CC(C1)C3)C2)=O)C (N-(5-(3-(N-Methylamino)propyloxy)-2-methylphenyl)-tricyclo[3.3.1.13,7]decane-1-acetamide, hydrochloride). Reaction SMILES: N(C(OCC)=O)=NC(OCC)=O.[OH:13][C:14]1[CH:15]=[CH:16][C:17]([CH3:34])=[C:18]([NH:20][C:21](=[O:33])[CH2:22][C:23]23[CH2:32][CH:27]4[CH2:28][CH:29]([CH2:31][CH:25]([CH2:26]4)[CH2:24]2)[CH2:30]3)[CH:19]=1.O[CH2:36][CH2:37][CH2:38][N:39](C)[C:40](=O)OC(C)(C)C.C1(P(C2C=CC=CC=2)C2C=CC=CC=2)C=CC=CC=1.[ClH:67]>O1CCCC1.CO>[ClH:67].[CH3:40][NH:39][CH2:38][CH2:37][CH2:36][O:13][C:14]1[CH:15]=[CH:16][C:17]([CH3:34])=[C:18]([NH:20][C:21](=[O:33])[CH2:22][C:23]23[CH2:32][CH:27]4[CH2:26][CH:25]([CH2:31][CH:29]([CH2:28]4)[CH2:30]2)[CH2:24]3)[CH:19]=1 |f:7.8|. Procedure details: Diethyl azodicarboxylate (0.50 ml) was added to a solution of N-(5-hydroxy-2-methylphenyl)-tricyclo[3.3.1.13,7]decane-1-acetamide (0.50 g, Example 12), tert-butyl N-(3-hydroxypropyl)-N-methylcarbamate (0.60 g, J. Org. Chem., 1988, 53(10), 2229) and triphenylphosphine (0.88 g) in tetrahydrofuran (5 ml). After stirring for 19 hours at room temperature further triphenylphosphine (0.90 g) and diethyl azodicarboxylate (0.50 ml) were added. After stirring for 4 hours at room temperature further triphe... The reactants are C(CCCC)NC([C@H]1N(CCC1)C(=O)OCC1=CC=CC=C1)=O (N-benzyloxycarbonyl-L-proline n-pentylamide), CCOCC (ether). Run in 4-N, Br (hydrogen bromide), C(C)(=O)O (acetic acid). Conditions: time 1 hour. Yields the product C(CCCC)NC([C@H]1NCCC1)=O (L-proline n-pentylamide). Yield: 117.5%. RXN SMILES: [CH2:1]([NH:6][C:7](=[O:23])[C@@H:8]1[CH2:12][CH2:11][CH2:10][N:9]1C(OCC1C=CC=CC=1)=O)[CH2:2][CH2:3][CH2:4][CH3:5].CCOCC>Br.C(O)(=O)C>[CH2:1]([NH:6][C:7](=[O:23])[C@@H:8]1[CH2:12][CH2:11][CH2:10][NH:9]1)[CH2:2][CH2:3][CH2:4][CH3:5]. Procedure: 5 g of N-benzyloxycarbonyl-L-proline n-pentylamide were dissolved in 20 ml of 4-N hydrogen bromide in acetic acid and the mixture was stirred for 1 hour. 150 ml of dry ether were then added. A clear oil precipitated out and was allowed to settle. The ether was decanted off and the oil washed with a further 100 ml of dry ether. Evaporation yielded 3.4 g (82%) of L-proline n-pentylamide in the form of an oil. Reactants: [N+](=O)([O-])C1=C(C#N)C(=CC=C1)N1CCCCC1 (2-nitro-6-(1-piperidinyl)benzonitrile). The reagents and catalysts are [Fe] (iron). Yields the product NC1=C(C#N)C(=CC=C1)N1CCCCC1 (2-Amino-6-(1-piperdinyl)benzonitrile). Reaction SMILES: [N+:1]([C:4]1[CH:11]=[CH:10][CH:9]=[C:8]([N:12]2[CH2:17][CH2:16][CH2:15][CH2:14][CH2:13]2)[C:5]=1[C:6]#[N:7])([O-])=O>[Fe]>[NH2:1][C:4]1[CH:11]=[CH:10][CH:9]=[C:8]([N:12]2[CH2:17][CH2:16][CH2:15][CH2:14][CH2:13]2)[C:5]=1[C:6]#[N:7]. Procedure details: 2-Amino-6-(1-piperdinyl)benzonitrile is prepared from 2-nitro-6-(1-piperidinyl)benzonitrile as in example 1 by iron reduction. Reactants: C(C)(C)(C)OC(=O)NCC(N)=S ((tert-butoxycarbonylamino)acetothioamide), ClC(C(=O)OCC)C(=O)C (ethyl 2-chloroacetoacetate), C([O-])([O-])=O.[Ca+2] (calcium carbonate). As a reaction SMILES: [C:1]([O:5][C:6]([NH:8][CH2:9][C:10](=[S:12])[NH2:11])=[O:7])([CH3:4])([CH3:3])[CH3:2].Cl[CH:14]([C:20]([CH3:22])=O)[C:15]([O:17][CH2:18][CH3:19])=[O:16].C(=O)([O-])[O-].[Ca+2]>C(O)C>[C:1]([O:5][C:6]([NH:8][CH2:9][C:10]1[S:12][C:14]([C:15]([O:17][CH2:18][CH3:19])=[O:16])=[C:20]([CH3:22])[N:11]=1)=[O:7])([CH3:4])([CH3:2])[CH3:3] |f:2.3|. Isolated yield 71.0%. Run at temperature 50 celsius, time 6 hour. Solvent: C(C)O (ethanol). Product: C(C)(C)(C)OC(=O)NCC=1SC(=C(N1)C)C(=O)OCC (Ethyl 2-(tert-butoxycarbonylamino)methyl-4-methylthiazole-5-carboxylate). Procedure: To a solution of 5.02 g of (tert-butoxycarbonylamino)acetothioamide in 75 ml of ethanol were added 3.92 ml of ethyl 2-chloroacetoacetate and 2.75 g of calcium carbonate, and the mixture was stirred at 50° C. for 6 hours. The reaction solution was filtered, and the filtrate was concentrated under reduced pressure. The residue was purified by silica gel column chromatography, eluting with a 5:1 mixture of toluene and ethyl acetate to give 5.65 g (yield 71%) of the title compound.